This data is from the Open Reaction Database (ORD), a public repository of structured organic reaction records. The task is: describe an organic reaction: reactants, conditions, products, and yield The reactants are ClC(Cl)(OC(OC(Cl)(Cl)Cl)=O)Cl (triphosgene), C(CCCCCCCCCCCCC)OC1=CC=C(N)C=C1 (p-(tetradecyloxy)aniline). The solvent is C(Cl)Cl (methylene chloride), C(Cl)Cl (methylene chloride). Run at time 4 hour. Product: C(CCCCCCCCCCCCC)OC1=CC=C(C=C1)N=C=O (p-(Tetradecyloxy)phenyl isocyanate). Reaction SMILES: Cl[C:2](Cl)([O:4]C(=O)OC(Cl)(Cl)Cl)Cl.[CH2:13]([O:27][C:28]1[CH:34]=[CH:33][C:31]([NH2:32])=[CH:30][CH:29]=1)[CH2:14][CH2:15][CH2:16][CH2:17][CH2:18][CH2:19][CH2:20][CH2:21][CH2:22][CH2:23][CH2:24][CH2:25][CH3:26]>C(Cl)Cl>[CH2:13]([O:27][C:28]1[CH:34]=[CH:33][C:31]([N:32]=[C:2]=[O:4])=[CH:30][CH:29]=1)[CH2:14][CH2:15][CH2:16][CH2:17][CH2:18][CH2:19][CH2:20][CH2:21][CH2:22][CH2:23][CH2:24][CH2:25][CH3:26]. Reported procedure: To a solution of 8.74 g of triphosgene in 125 ml of methylene chloride cooled to 0° C. is added dropwise a solution of p-(tetradecyloxy)aniline, 7.95 g of 125 ml of methylene chloride over 30 minutes. Stirring at ambient temperature is continued for 4 hours. The solvent is evaporated and the residue stirred with ether and filtered. The cake is washed with additional ether and the combined filtrates evaporated to give the desired product as an oil. Reactants: C(C)OC(=O)C1=CNC(C2=CC=CC=C12)=O (4-ethoxycarbonyl-1(2H)-isoquinolone), C([O-])([O-])=O.[K+].[K+] (potassium carbonate), ClCCCO (3-chloropropanol). Run in CN(C=O)C (dimethylformamide). Conditions: temperature 100 celsius. Yields the product C(=O)(O)C1=CN(C(C2=CC=CC=C12)=O)CCCO (4-carboxy-2-(3-hydroxypropyl)-1(2H)-isoquinolone). Reaction SMILES: C([O:3][C:4]([C:6]1[C:15]2[C:10](=[CH:11][CH:12]=[CH:13][CH:14]=2)[C:9](=[O:16])[NH:8][CH:7]=1)=[O:5])C.C(=O)([O-])[O-].[K+].[K+].Cl[CH2:24][CH2:25][CH2:26][OH:27]>CN(C)C=O>[C:4]([C:6]1[C:15]2[C:10](=[CH:11][CH:12]=[CH:13][CH:14]=2)[C:9](=[O:16])[N:8]([CH2:24][CH2:25][CH2:26][OH:27])[CH:7]=1)([OH:3])=[O:5] |f:1.2.3|. Reported procedure: A mixture of 21.6 g of 4-ethoxycarbonyl-1(2H)-isoquinolone, 25 g of anhydrous potassium carbonate and 100 ml of dimethylformamide was heated at 100° C. for 2 hours. Then, 14 ml of 3-chloropropanol was added thereto and the mixture was heated at 110° C. for 4 hours. The solvent was distilled off and the residue was extracted with dichloromethane. The extract was washed with water, dried and the solvent was distilled off. 120 ml of an ethanolic solution of 5.5 g of potassium hydroxide was added to...